From a dataset of the Open Reaction Database (ORD), a public repository of structured organic reaction records. describe an organic reaction: reactants, conditions, products, and yield The reactants are ClC1=NC(=CC(=C1)Cl)C1=CC=C(C=C1)OC(C)C (2,4-dichloro-6-(4-isopropoxyphenyl)pyridine), C(CCC)[Sn](C1=NC=CC=N1)(CCCC)CCCC (2-(tributylstannyl)pyrimidine), [F-].[Cs+] (CsF). The reagents and catalysts are [Cu]I (CuI), C=1C=CC(=CC1)[P](C=2C=CC=CC2)(C=3C=CC=CC3)[Pd]([P](C=4C=CC=CC4)(C=5C=CC=CC5)C=6C=CC=CC6)([P](C=7C=CC=CC7)(C=8C=CC=CC8)C=9C=CC=CC9)[P](C=1C=CC=CC1)(C=1C=CC=CC1)C=1C=CC=CC1 (Pd(PPh3)4). Conditions: time 1 hour. Yields the product ClC1=CC(=NC(=C1)C1=CC=C(C=C1)OC(C)C)C1=NC=CC=N1 (2-(4-chloro-6-(4-isopropoxyphenyl)pyridin-2-yl)pyrimidine). Reaction SMILES: Cl[C:2]1[CH:7]=[C:6]([Cl:8])[CH:5]=[C:4]([C:9]2[CH:14]=[CH:13][C:12]([O:15][CH:16]([CH3:18])[CH3:17])=[CH:11][CH:10]=2)[N:3]=1.C([Sn](CCCC)(CCCC)[C:24]1[N:29]=[CH:28][CH:27]=[CH:26][N:25]=1)CCC.[F-].[Cs+]>[Cu]I.C1C=CC([P]([Pd]([P](C2C=CC=CC=2)(C2C=CC=CC=2)C2C=CC=CC=2)([P](C2C=CC=CC=2)(C2C=CC=CC=2)C2C=CC=CC=2)[P](C2C=CC=CC=2)(C2C=CC=CC=2)C2C=CC=CC=2)(C2C=CC=CC=2)C2C=CC=CC=2)=CC=1>[Cl:8][C:6]1[CH:5]=[C:4]([C:9]2[CH:14]=[CH:13][C:12]([O:15][CH:16]([CH3:18])[CH3:17])=[CH:11][CH:10]=2)[N:3]=[C:2]([C:24]2[N:29]=[CH:28][CH:27]=[CH:26][N:25]=2)[CH:7]=1 |f:2.3,^1:45,47,66,85|. Procedure: To a 2 dram vial equipped with a stir bar was added 2,4-dichloro-6-(4-isopropoxyphenyl)pyridine (50 mg, 0.18 mmol), 2-(tributylstannyl)pyrimidine (65 mg, 0.18 mmol), CuI (8 mg, 0.04 mmol), CsF (81 mg, 0.53 mmol), and Pd(PPh3)4 (10 mg, 8.9 μmol). The vial was capped with a septum screw-cap and then placed under N2 atmosphere. To the vial was added degassed DMF (1 mL). The vial was placed in a 80° C. heating block with stirring for 1 hour. The mixture was allowed to cool to room temperature, and t... Reactants: Cl (HCl), O1CCOCC1 (dioxane), C(C)(C)(C)OC(NC1(CC1)C1=NC=C(C=N1)Br)=O ([1-(5-Bromo-pyrimidin-2-yl)-cyclopropyl]-carbamic acid tert-butyl ester). Solvent: C(Cl)Cl (CH2Cl2). Run at time 2 hour. Product: Cl.Cl.BrC=1C=NC(=NC1)C1(CC1)N (1-(5-Bromo-pyrimidin-2-yl)-cyclopropylamine dihydrochloride). Reaction SMILES: C(OC(=O)[NH:7][C:8]1([C:11]2[N:16]=[CH:15][C:14]([Br:17])=[CH:13][N:12]=2)[CH2:10][CH2:9]1)(C)(C)C.[ClH:19].O1CCOCC1>C(Cl)Cl>[ClH:19].[ClH:19].[Br:17][C:14]1[CH:15]=[N:16][C:11]([C:8]2([NH2:7])[CH2:9][CH2:10]2)=[N:12][CH:13]=1 |f:4.5.6|. Reported procedure: [1-(5-Bromo-pyrimidin-2-yl)-cyclopropyl]-carbamic acid tert-butyl ester (1.18 g, 3.76 mmol) was dissolved in CH2Cl2 (5 mL) at room temperature. 4M HCl in dioxane (9.4 mL, 37.6 mmol) was added. After 2 h, the solvents were removed by a stream of N2 to give the title compound as a solid, m/z=216.3. The crude material was used without purification in subsequent steps. The reactants are [Br-], C[Mg+], CCOCC, Cc1ccccc1C(=O)Nc1ccc(C(=O)N2CCCC(=O)c3ccccc32)cc1, C1CCOC1. Yields the product Cc1ccccc1C(=O)Nc1ccc(C(=O)N2CCCC(C)(O)c3ccccc32)cc1. Reaction SMILES: [Br-:31].[CH3:32][Mg+:33].[CH3:39][CH2:40][O:41][CH2:42][CH3:43].[O:1]=[C:2]1[CH2:3][CH2:4][CH2:5][N:6]([C:13]([c:14]2[cH:15][cH:16][c:17]([NH:20][C:21]([c:22]3[c:23]([CH3:28])[cH:24][cH:25][cH:26][cH:27]3)=[O:29])[cH:18][cH:19]2)=[O:30])[c:7]2[c:8]1[cH:9][cH:10][cH:11][cH:12]2.[O:34]1[CH2:35][CH2:36][CH2:37][CH2:38]1>>[OH:1][C:2]1([CH3:32])[CH2:3][CH2:4][CH2:5][N:6]([C:13]([c:14]2[cH:15][cH:16][c:17]([NH:20][C:21]([c:22]3[c:23]([CH3:28])[cH:24][cH:25][cH:26][cH:27]3)=[O:29])[cH:18][cH:19]2)=[O:30])[c:7]2[c:8]1[cH:9][cH:10][cH:11][cH:12]2. The reactants are CC1(CC=C(C=2C=C(C=CC12)C#CC1=CC=C(C(=O)O)C=C1)SCC)C (4-[(7,8-dihydro-8,8-dimethyl-5-ethylthionaphth-3-yl)ethynyl]benzoic acid), CC1(CC=C(C=2C=C(C=CC12)C#CC1=CC=C(C(=O)OCC)C=C1)S(=O)(=O)CC)C (Ethyl 4-[(7,8-dihydro-8,8-dimethyl-5-ethylsulfonylnaphth-3-yl)ethynyl]benzoate), CC1(CC=C(C=2C=C(C=CC12)C#CC1=CC=C(C(=O)OCC)C=C1)SC1=CC=CC=C1)C (ethyl 4-[(7,8-dihydro-8,8-dimethyl-5-phenylthionaphth-3-yl)ethynyl]benzoate), CC1(CC=C(C=2C=C(C=CC12)C#CC1=CC=C(C(=O)OCC)C=C1)SC1=CC=CC=C1)C (ethyl 4-[(7,8-dihydro-8,8-dimethyl-5-phenylthionaphth-3-yl)ethynyl]benzoate). Product: CC1(CC=C(C=2C=C(C=CC12)C#CC1=CC=C(C(=O)O)C=C1)SC1=CC=CC=C1)C (4-[(7,8-dihydro-8,8-dimethyl-5-phenylthionaphth-3-yl)ethynyl]benzoic acid). RXN SMILES: CC1(C)C2C=CC(C#CC3C=CC(C(O)=O)=CC=3)=CC=2C(SCC)=CC1.CC1(C)C2C=CC(C#CC3C=CC(C(OCC)=O)=CC=3)=CC=2C(S(CC)(=O)=O)=CC1.[CH3:57][C:58]1([CH3:88])[C:67]2[CH:66]=[CH:65][C:64]([C:68]#[C:69][C:70]3[CH:80]=[CH:79][C:73]([C:74]([O:76]CC)=[O:75])=[CH:72][CH:71]=3)=[CH:63][C:62]=2[C:61]([S:81][C:82]2[CH:87]=[CH:86][CH:85]=[CH:84][CH:83]=2)=[CH:60][CH2:59]1>>[CH3:57][C:58]1([CH3:88])[C:67]2[CH:66]=[CH:65][C:64]([C:68]#[C:69][C:70]3[CH:80]=[CH:79][C:73]([C:74]([OH:76])=[O:75])=[CH:72][CH:71]=3)=[CH:63][C:62]=2[C:61]([S:81][C:82]2[CH:87]=[CH:86][CH:85]=[CH:84][CH:83]=2)=[CH:60][CH2:59]1. Procedure details: Employing the same general procedure as for the preparation of 4-[(7,8-dihydro-8,8-dimethyl-5-ethylthionaphth-3-yl)ethynyl]benzoic acid (Compound 153), 100 mg (0.38 mmol) of ethyl 4-[(7,8-dihydro-8,8-dimethyl-5-phenylthionaphth-3-yl)ethynyl]benzoate (Compound 155) was converted into the title compound (white solid, recrystallized from acetonitrile) using 2 ml of KOH (2N aqueous solution).